This data is from the Open Reaction Database (ORD), a public repository of structured organic reaction records. The task is: describe an organic reaction: reactants, conditions, products, and yield The reactants are C(C)OC(C(CCC1=CC=CC=C1)O)=O (2-hydroxy-4-phenylbutyric acid ethyl ester), Cl[O-].[Na+] (sodium hypochlorite), C(C)OC(C(CCC1=CC=CC=C1)O)=O (2-hydorxy-4-phenylbutyric acid ethyl ester), C(O)([O-])=O.[Na+] (sodium hydrogen carbonate). Run in C(Cl)Cl (methylene chloride). Reaction conditions: temperature 5 celsius. The product is C(C)OC(C(CCC1=CC=CC=C1)=O)=O (2-keto-4-phenylbutyric acid ethyl ester). Yield: 97.0%. As a reaction SMILES: [CH2:1]([O:3][C:4](=[O:15])[CH:5]([OH:14])[CH2:6][CH2:7][C:8]1[CH:13]=[CH:12][CH:11]=[CH:10][CH:9]=1)[CH3:2].Cl[O-].[Na+].C(=O)([O-])O.[Na+]>C(Cl)Cl>[CH2:1]([O:3][C:4](=[O:15])[C:5](=[O:14])[CH2:6][CH2:7][C:8]1[CH:13]=[CH:12][CH:11]=[CH:10][CH:9]=1)[CH3:2] |f:1.2,3.4|. Procedure details: A 500 ml flask was charged a solution dissolving 41.6 g (200 mmol) of 2-hydroxy-4-phenylbutyric acid ethyl ester in methylene chloride (100 ml) and 148.8 g (purity 12%, 240 mmol) of sodium hypochlorite, and cooled at 5° C. To the reaction mixture was added 86 mg (0.4 mmol) of 4-acetoxy-2,2,6,6-tetramethylpiperidinyl-1-oxy and further added 3.02 g (36 mmol) of sodium hydrogen carbonate. The gradual exothermal reaction proceeded, and the starting material of 2-hydorxy-4-phenylbutyric acid ethyl es... Starting materials: [Si](C)(C)(C(C)(C)C)O[C@H]1C[C@@H](CC2=CC=C3[C@@H]4CC=C([C@H](C)O)[C@]4(CC[C@@H]3[C@@]12C)C)O[Si](C)(C)C(C)(C)C (1α,3β-bis(tert-butyldimethylsilyloxy)-20(S)-hydroxypregna-5,7,16-triene), [H-].[Na+] (sodium hydride), C1COCCOCCOCCOCCO1 (15-crown-5), BrCC(=O)OC(C)(C)C (t-butyl bromoacetate). Run in O1CCCC1 (tetrahydrofuran), C(C)(=O)OCC (ethyl acetate), O (water). Run at temperature 72 celsius, time 15 minute. Product: [Si](C)(C)(C(C)(C)C)O[C@H]1C[C@@H](CC2=CC=C3[C@@H]4CC=C([C@H](C)OCC(=O)OC(C)(C)C)[C@]4(CC[C@@H]3[C@@]12C)C)O[Si](C)(C)C(C)(C)C (1α,3β-bis(tert-butyldimethylsilyloxy)-20(S)-(tert-butoxycarbonylmethoxy)pregna-5,7,16-triene). The yield is 82.4%. Reaction SMILES: [Si:1]([O:8][C@@H:9]1[C@@:28]2([CH3:29])[C:13](=[CH:14][CH:15]=[C:16]3[C@@H:27]2[CH2:26][CH2:25][C@@:24]2([CH3:30])[C@H:17]3[CH2:18][CH:19]=[C:20]2[C@@H:21]([OH:23])[CH3:22])[CH2:12][C@@H:11]([O:31][Si:32]([C:35]([CH3:38])([CH3:37])[CH3:36])([CH3:34])[CH3:33])[CH2:10]1)([C:4]([CH3:7])([CH3:6])[CH3:5])([CH3:3])[CH3:2].[H-].[Na+].C1OCCOCCOCCOCCOC1.Br[CH2:57][C:58]([O:60][C:61]([CH3:64])([CH3:63])[CH3:62])=[O:59]>O1CCCC1.C(OCC)(=O)C.O>[Si:1]([O:8][C@@H:9]1[C@@:28]2([CH3:29])[C:13](=[CH:14][CH:15]=[C:16]3[C@@H:27]2[CH2:26][CH2:25][C@@:24]2([CH3:30])[C@H:17]3[CH2:18][CH:19]=[C:20]2[C@@H:21]([O:23][CH2:57][C:58]([O:60][C:61]([CH3:64])([CH3:63])[CH3:62])=[O:59])[CH3:22])[CH2:12][C@@H:11]([O:31][Si:32]([C:35]([CH3:37])([CH3:36])[CH3:38])([CH3:33])[CH3:34])[CH2:10]1)([C:4]([CH3:7])([CH3:6])[CH3:5])([CH3:3])[CH3:2] |f:1.2|. Procedure: A solution of 1α,3β-bis(tert-butyldimethylsilyloxy)-20(S)-hydroxypregna-5,7,16-triene (55.5 mg, 0.0993 mmol), sodium hydride (95%, 15 mg, 0.594 mmol) and 15-crown-5 (15 mg, 0.0681 mmol) in tetrahydrofuran (1 ml) was stirred at an external temperature of 72° C. for 1 hour, to which t-butyl bromoacetate (0.05 ml, 0.336 mmol) was then added at room temperature and further stirred at an external temperature of 72° C. for 5 hours and 15 minutes. After the reaction mixture was diluted with ethyl aceta...